From a dataset of the Open Reaction Database (ORD), a public repository of structured organic reaction records. describe an organic reaction: reactants, conditions, products, and yield Starting materials: C1(CC1)C(=O)Cl (cyclopropanecarboxylic acid chloride), initial reactants, C(\C=C\C1=CC=CC=C1)C1NCCCC1 ((E)-2-(cinnamyl)piperidine). The product is C(\C=C\C1=CC=CC=C1)C1N(CCCC1)C(=O)C1CC1 ((E)-2-cinnamyl-1-cyclopropanecarbonylpiperidine), C(\C=C\C1=CC=CC=C1)C1N(CCC1)C(=O)C1CC1 ((+)-(E)-2-cinnamyl-1-cyclopropanecarbonylpyrrolidine). As a reaction SMILES: [CH2:1]([CH:10]1[CH2:15][CH2:14][CH2:13][CH2:12][NH:11]1)/[CH:2]=[CH:3]/[C:4]1[CH:9]=[CH:8][CH:7]=[CH:6][CH:5]=1.[CH:16]1([C:19](Cl)=[O:20])[CH2:18][CH2:17]1>>[CH2:1]([CH:10]1[CH2:15][CH2:14][CH2:13][CH2:12][N:11]1[C:19]([CH:16]1[CH2:18][CH2:17]1)=[O:20])/[CH:2]=[CH:3]/[C:4]1[CH:9]=[CH:8][CH:7]=[CH:6][CH:5]=1.[CH2:1]([CH:10]1[CH2:15][CH2:14][CH2:13][N:11]1[C:19]([CH:16]1[CH2:18][CH2:17]1)=[O:20])/[CH:2]=[CH:3]/[C:4]1[CH:5]=[CH:6][CH:7]=[CH:8][CH:9]=1. Procedure: Stage a) The method is the same as that of Example 1.1, Stage a), the initial reactants being (E)-2-(cinnamyl)piperidine (Preparation 2A, Stage b) and cyclopropanecarboxylic acid chloride, yielding (E)-2-cinnamyl-1-cyclopropanecarbonylpiperidine (formula II; Ar=C6 H5, m=1, n=2, R=cyclopropyl). Yield: 95%. Starting materials: O=C([O-])[O-], CC(C)(C)OC(=O)CCCBr, CC(C)=O, COC(=O)c1ccc(O)c(C)c1, [I-], [K+], [K+], [K+]. Product: COC(=O)c1ccc(OCCCC(=O)OC(C)(C)C)c(C)c1. RXN SMILES: [C:1](=[O:2])([O-:3])[O-:4].[C:21]([CH3:22])([CH3:23])([CH3:24])[O:25][C:26]([CH2:27][CH2:28][CH2:29][Br:30])=[O:31].[CH3:32][C:33](=[O:34])[CH3:35].[CH3:9][O:10][C:11]([c:12]1[cH:13][c:14]([CH3:19])[c:15]([OH:18])[cH:16][cH:17]1)=[O:20].[I-:8].[K+:5].[K+:6].[K+:7]>>[CH3:9][O:10][C:11]([c:12]1[cH:13][c:14]([CH3:19])[c:15]([O:18][CH2:29][CH2:28][CH2:27][C:26]([O:25][C:21]([CH3:22])([CH3:23])[CH3:24])=[O:31])[cH:16][cH:17]1)=[O:20]. The reactants are FC1=C(CBr)C=CC=C1 (2-fluorobenzyl bromide), O (Water), OC=1C=C2CCN(C(C2=CC1)=O)C(C(=O)N)C (2-(6-Hydroxy-1-oxo-3,4-dihydro-1H-isoquinolin-2-yl)-propionamide), C([O-])([O-])=O.[K+].[K+] (potassium carbonate). Yield: 79.0%. Reported procedure: 2-(6-Hydroxy-1-oxo-3,4-dihydro-1H-isoquinolin-2-yl)-propionamide (50 mg, 0.213 mmol), was solved in dry acetone (1 mL) and potassium carbonate (38.3 mg, 0.276 mmol) was added followed by 2-fluorobenzyl bromide (42.36 mg, 0.224 mmol). The mixture was stirred overnight. Water was added and a precipitate appeared. The precipitated was filtrated and the title compound was obtained as a white solid (58 mg, 79%). MS: m/e=343.2 (M+H+). Solvent: CC(=O)C (acetone). Conditions: time 8 hour. RXN SMILES: [OH:1][C:2]1[CH:3]=[C:4]2[C:9](=[CH:10][CH:11]=1)[C:8](=[O:12])[N:7]([CH:13]([CH3:17])[C:14]([NH2:16])=[O:15])[CH2:6][CH2:5]2.C(=O)([O-])[O-].[K+].[K+].[F:24][C:25]1[CH:32]=[CH:31][CH:30]=[CH:29][C:26]=1[CH2:27]Br.O>CC(C)=O>[F:24][C:25]1[CH:32]=[CH:31][CH:30]=[CH:29][C:26]=1[CH2:27][O:1][C:2]1[CH:3]=[C:4]2[C:9](=[CH:10][CH:11]=1)[C:8](=[O:12])[N:7]([CH:13]([CH3:17])[C:14]([NH2:16])=[O:15])[CH2:6][CH2:5]2 |f:1.2.3|. Product: FC1=C(COC=2C=C3CCN(C(C3=CC2)=O)C(C(=O)N)C)C=CC=C1 (2-[6-(2-Fluoro-benzyloxy)-1-oxo-3,4-dihydro-1H-isoquinolin-2-yl]-propionamide), solid. The reactants are ClCCl, O=Cc1ccc(O)c(F)c1, O=C(Cl)N1CCOCC1, O, c1ccncc1. Yields the product O=Cc1ccc(OC(=O)N2CCOCC2)c(F)c1. RXN SMILES: [Cl:11][CH2:12][Cl:13].[F:1][c:2]1[cH:3][c:4]([CH:5]=[O:6])[cH:7][cH:8][c:9]1[OH:10].[O:20]1[CH2:21][CH2:22][N:23]([C:26](=[O:27])[Cl:28])[CH2:24][CH2:25]1.[OH2:29].[cH:14]1[cH:15][cH:16][n:17][cH:18][cH:19]1>>[F:1][c:2]1[cH:3][c:4]([CH:5]=[O:6])[cH:7][cH:8][c:9]1[O:10][C:26]([N:23]1[CH2:22][CH2:21][O:20][CH2:25][CH2:24]1)=[O:27].